Dataset: the Open Reaction Database (ORD), a public repository of structured organic reaction records. Task: describe an organic reaction: reactants, conditions, products, and yield The reactants are [Al+3], O=C(O)C(O)C(O)C(=O)O, CCN(CC)C(=O)NC1CC2c3cccc4c3c(c(C=O)n4C)CC2N(C)C1, CCOC(C)=O, Cl, [H-], [H-], [H-], [H-], [Li+], N, C1CCOC1. Product: CCN(CC)C(=O)NC1CC2c3cccc4c3c(c(CO)n4C)CC2N(C)C1. As a reaction SMILES: [Al+3:2].[C:36]([OH:37])(=[O:38])[CH:39]([CH:40]([C:41]([OH:42])=[O:43])[OH:44])[OH:45].[CH2:7]([CH3:8])[N:9]([C:10](=[O:11])[NH:12][CH:13]1[CH2:14][N:15]([CH3:32])[CH:16]2[CH2:17][c:18]3[c:19]([CH:30]=[O:31])[n:20]([CH3:29])[c:21]4[cH:22][cH:23][cH:24][c:25]([c:28]34)[CH:26]2[CH2:27]1)[CH2:33][CH3:34].[CH3:47][CH2:48][O:49][C:50](=[O:51])[CH3:52].[ClH:35].[H-:1].[H-:4].[H-:5].[H-:6].[Li+:3].[NH3:46].[O:53]1[CH2:54][CH2:55][CH2:56][CH2:57]1>>[CH2:7]([CH3:8])[N:9]([C:10](=[O:11])[NH:12][CH:13]1[CH2:14][N:15]([CH3:32])[CH:16]2[CH2:17][c:18]3[c:19]([CH2:30][OH:31])[n:20]([CH3:29])[c:21]4[cH:22][cH:23][cH:24][c:25]([c:28]34)[CH:26]2[CH2:27]1)[CH2:33][CH3:34]. The reactants are CO, CN1CCC(N(C)c2cccc(N)c2)CC1, Cl, Cl, Cl, O=C(Cl)c1c(F)cc(F)cc1F. Yields the product CN1CCC(N(C)c2cccc(NC(=O)c3c(F)cc(F)cc3F)c2)CC1, Cl, Cl. As a reaction SMILES: [CH3:32][OH:33].[CH3:4][N:5]1[CH2:6][CH2:7][CH:8]([N:11]([CH3:12])[c:13]2[cH:14][c:15]([NH2:19])[cH:16][cH:17][cH:18]2)[CH2:9][CH2:10]1.[ClH:1].[ClH:2].[ClH:3].[F:20][c:21]1[c:22]([C:23](=[O:24])[Cl:25])[c:26]([F:31])[cH:27][c:28]([F:30])[cH:29]1>>[CH3:4][N:5]1[CH2:6][CH2:7][CH:8]([N:11]([CH3:12])[c:13]2[cH:14][c:15]([NH:19][C:23]([c:22]3[c:21]([F:20])[cH:29][c:28]([F:30])[cH:27][c:26]3[F:31])=[O:24])[cH:16][cH:17][cH:18]2)[CH2:9][CH2:10]1.[ClH:1].[ClH:25].